From a dataset of the Open Reaction Database (ORD), a public repository of structured organic reaction records. describe an organic reaction: reactants, conditions, products, and yield Reactants: OO (H2O2), ClC=1C(=CC=C2C(C(NC12)=O)=O)OC (7-chloro-6-methoxy-1H-indole-2,3-dione), [OH-].[Na+] (NaOH), [Na+].[Cl-] (NaCl). Run in O (water), C(Cl)Cl (DCM). Conditions: time 30 minute. Product: NC1=C(C(=O)O)C=CC(=C1Cl)OC (2-amino-3-chloro-4-methoxy benzoic acid). The yield is 36.0%. Reaction SMILES: [Cl:1][C:2]1[C:3]([O:13][CH3:14])=[CH:4][CH:5]=[C:6]2[C:10]=1[NH:9]C(=O)[C:7]2=[O:12].[OH-:15].[Na+].[Na+].[Cl-].OO>O.C(Cl)Cl>[NH2:9][C:10]1[C:2]([Cl:1])=[C:3]([O:13][CH3:14])[CH:4]=[CH:5][C:6]=1[C:7]([OH:12])=[O:15] |f:1.2,3.4|. Procedure details: A suspension of compound 246d (6.03 g, 28.52 mmol), NaOH (1.25 g, 31.37 mmol), and NaCl (3.49 g, 59.89 mmol) in water (60 mL) was stirred at room temperature for 30 min and was then ice-cooled. H2O2 was added dropwise. The mixture was stirred at 0° C. for 20 min and at room temperature for 3 hrs. The reaction mixture was quenched with glacial AcOH, filtered, and washed with water. The solid obtained was dissolved in DCM, dried over Na2SO4, filtered, and concentrated under reduced pressure. The c... Reactants: CN (methyl amine), COC1=C(C(=O)Cl)C(=CC=C1Cl)Cl (2-methoxy-3,6-dichlorobenzoic acid chloride), CN (Methylamine). The solvent is CCOCC (ether), CCOCC (ether). Reaction conditions: temperature 4 celsius. Product: CNC(C1=C(C(=CC=C1Cl)Cl)OC)=O (N-Methyl-2-Methoxy-3,6-Dichlorobenzamide). As a reaction SMILES: [CH3:1][O:2][C:3]1[C:11]([Cl:12])=[CH:10][CH:9]=[C:8]([Cl:13])[C:4]=1[C:5](Cl)=[O:6].[CH3:14][NH2:15]>CCOCC>[CH3:14][NH:15][C:5](=[O:6])[C:4]1[C:8]([Cl:13])=[CH:9][CH:10]=[C:11]([Cl:12])[C:3]=1[O:2][CH3:1]. Procedure details: Methylamine (146.1 grams; 4.70 moles) contained in 40% aqueous methyl amine solution (365.4 grams) was placed in a 3-liter, 3-necked glass reaction flask equipped with addition funnel, stirrer, thermometer and reflux condenser and containing ether (1200 ml) cooled to 4° C. 2-methoxy-3,6-dichlorobenzoic acid chloride (375 grams; 1.56 moles) in ether (50 ml) was added dropwise with stirring maintaining the temperature below 8° C. After the completion of the addition the reaction mixture was stirre... Reactants: C(C)(=O)O[C@]1(C(COC(C)=O)=O)[C@H](C[C@H]2[C@@H]3C[C@@H](C4=CC(C=C[C@]4(C)[C@]3([C@H](C[C@]12C)O)Br)=O)C)C (17α,21-diacetoxy-9α-bromo-11β-hydroxy-6α,16β-dimethyl-1,4-pregnadiene-3,20-dione), C(CCC)[SnH](CCCC)CCCC (tributyltin hydride). Product: C(C)(=O)O[C@]1(C(COC(C)=O)=O)[C@H](C[C@H]2[C@@H]3C[C@@H](C4=CC(C=C[C@]4(C)[C@H]3[C@H](C[C@]12C)O)=O)C)C (17α,21-diacetoxy-11β-hydroxy-6α,16β-dimethyl-1,4-pregnadiene-3,20-dione). The yield is 101.5%. RXN SMILES: [C:1]([O:4][C@:5]1([C@:29]2([CH3:30])[C@H:15]([C@H:16]3[C@:26](Br)([C@@H:27]([OH:31])[CH2:28]2)[C@:24]2([CH3:25])[C:19](=[CH:20][C:21](=[O:33])[CH:22]=[CH:23]2)[C@@H:18]([CH3:34])[CH2:17]3)[CH2:14][C@@H:13]1[CH3:35])[C:6](=[O:12])[CH2:7][O:8][C:9](=[O:11])[CH3:10])(=[O:3])[CH3:2].C([SnH](CCCC)CCCC)CCC>>[C:1]([O:4][C@:5]1([C@:29]2([CH3:30])[C@H:15]([C@H:16]3[C@H:26]([C@@H:27]([OH:31])[CH2:28]2)[C@:24]2([CH3:25])[C:19](=[CH:20][C:21](=[O:33])[CH:22]=[CH:23]2)[C@@H:18]([CH3:34])[CH2:17]3)[CH2:14][C@@H:13]1[CH3:35])[C:6](=[O:12])[CH2:7][O:8][C:9](=[O:11])[CH3:10])(=[O:3])[CH3:2]. Procedure: As described in Example 1(G), 460 mg of 17α,21-diacetoxy-9α-bromo-11β-hydroxy-6α,16β-dimethyl-1,4-pregnadiene-3,20-dione is debrominated with tributyltin hydride and worked up, thus obtaining 400 mg of 17α,21-diacetoxy-11β-hydroxy-6α,16β-dimethyl-1,4-pregnadiene-3,20-dione, mp 124°-126° C. Starting materials: ClC=1C=C2C=CC(=NC2=CC1)OC1=CC=C(OC(C(=O)OCC)C)C=C1 (ethyl 2-[4-(6-chloro-2-quinolinyloxy)phenoxy]propionate), [OH-].[K+] (potassium hydroxide), Cl (hydrochloric acid). The solvent is CO (methanol). Run at time 24 hour. The product is ClC=1C=C2C=CC(=NC2=CC1)OC1=CC=C(OC(C(=O)O)C)C=C1 (2-[4-(6-chloro-2-quinolinyloxy)phenoxy]propionic acid). Reaction SMILES: [Cl:1][C:2]1[CH:3]=[C:4]2[C:9](=[CH:10][CH:11]=1)[N:8]=[C:7]([O:12][C:13]1[CH:26]=[CH:25][C:16]([O:17][CH:18]([CH3:24])[C:19]([O:21]CC)=[O:20])=[CH:15][CH:14]=1)[CH:6]=[CH:5]2.[OH-].[K+].Cl>CO>[Cl:1][C:2]1[CH:3]=[C:4]2[C:9](=[CH:10][CH:11]=1)[N:8]=[C:7]([O:12][C:13]1[CH:14]=[CH:15][C:16]([O:17][CH:18]([CH3:24])[C:19]([OH:21])=[O:20])=[CH:25][CH:26]=1)[CH:6]=[CH:5]2 |f:1.2|. Reported procedure: A solution of ethyl 2-[4-(6-chloro-2-quinolinyloxy)phenoxy]propionate (2.0 g) and potassium hydroxide (1.0 g) in methanol (20 ml) was warmed and stirred for 24 hours. The solution was poured into dilute hydrochloric acid (100 ml, 0.5 m) and extracted with ethyl acetate (2×50 ml). The ethyl acetate extracts were dried (MgSO4) and evaporated to give 2-[4-(6-chloro-2-quinolinyloxy)phenoxy]propionic acid as a brown solid, mp 130° C. Mass spectrum (m/e): 343 (patent ion, 80%); 270 (80%); 164 (70%); 1... The reactants are [Br-] (bromide), C1(=CC=CC=C1)C(CC(CC(C(=O)OCC)=O)=O)=O (ethyl 6-phenyl-2,4,6-trioxohexanoate). Run in C(Cl)(Cl)Cl (chloroform), C(Cl)(Cl)Cl (chloroform). Run at time 3 hour. Product: BrC1=C(OC(=CC1=O)C1=CC=CC=C1)C(=O)OCC (ethyl 3-bromo-4-oxo-6-phenyl-4H-pyran-2-carboxylate). As a reaction SMILES: [Br-:1].[C:2]1([C:8](=[O:20])[CH2:9][C:10](=[O:19])[CH2:11][C:12](=O)[C:13]([O:15][CH2:16][CH3:17])=[O:14])[CH:7]=[CH:6][CH:5]=[CH:4][CH:3]=1>C(Cl)(Cl)Cl>[Br:1][C:11]1[C:10](=[O:19])[CH:9]=[C:8]([C:2]2[CH:3]=[CH:4][CH:5]=[CH:6][CH:7]=2)[O:20][C:12]=1[C:13]([O:15][CH2:16][CH3:17])=[O:14]. Procedure: A solution of bromide (10.25 ml, 0.198 mol) in chloroform (50 ml) was added dropwise over 30 minutes to a stirred solution of ethyl 6-phenyl-2,4,6-trioxohexanoate (52.0 g) in chloroform (400 ml) at -10 to -20° C. The pale solution was stirred for a further 3 hours without cooling, washed with water and evaporated. The residual solid was recrystallised from ethanol-water to give ethyl 3-bromo-4-oxo-6-phenyl-4H-pyran-2-carboxylate (mp 135° C.). This ester was hydrolysed as in Example 33 to give th... The reactants are S1C2=C(C=C1C1=NC(=NC=C1)Cl)C=CC=C2 (4-benzo[b]thiophen-2-yl-2-chloro-pyrimidine), COC(=O)[C@@H]1N(CC[C@H](C1)N)C(=O)OC(C)(C)C ((2R,4R)-4-amino-piperidine-1,2-dicarboxylic acid 1-tert-butyl ester 2-methyl ester). Yields the product COC(=O)[C@@H]1NCC[C@H](C1)NC1=NC=CC(=N1)C1=CC2=C(S1)C=CC=C2 ((2R,4R)-4-(4-Benzo[b]thiophen-2-yl-pyrimidin-2-ylamino)-piperidine-2-carboxylic acid methyl ester). RXN SMILES: [S:1]1[C:5]([C:6]2[CH:11]=[CH:10][N:9]=[C:8](Cl)[N:7]=2)=[CH:4][C:3]2[CH:13]=[CH:14][CH:15]=[CH:16][C:2]1=2.[CH3:17][O:18][C:19]([C@H:21]1[CH2:26][C@H:25]([NH2:27])[CH2:24][CH2:23][N:22]1C(OC(C)(C)C)=O)=[O:20]>>[CH3:17][O:18][C:19]([C@H:21]1[CH2:26][C@H:25]([NH:27][C:8]2[N:7]=[C:6]([C:5]3[S:1][C:2]4[CH:16]=[CH:15][CH:14]=[CH:13][C:3]=4[CH:4]=3)[CH:11]=[CH:10][N:9]=2)[CH2:24][CH2:23][NH:22]1)=[O:20]. Procedure details: The title compound was prepared from 4-benzo[b]thiophen-2-yl-2-chloro-pyrimidine and (2R,4R)-4-amino-piperidine-1,2-dicarboxylic acid 1-tert-butyl ester 2-methyl ester according to Step C of Method A. Yield 45 mg (45%).